Dataset: the Open Reaction Database (ORD), a public repository of structured organic reaction records. Task: describe an organic reaction: reactants, conditions, products, and yield RXN SMILES: [F:1][C:2]1[CH:16]=[CH:15][C:5]2[C:6]([CH:9]3[CH2:14][CH2:13][NH:12][CH2:11][CH2:10]3)=[N:7][O:8][C:4]=2[CH:3]=1.C([O-])([O-])=O.[K+].[K+].Br[CH2:24][CH2:25][CH2:26][O:27][C:28]1[CH:33]=[CH:32][C:31]([CH2:34][C:35](=[O:37])[CH3:36])=[CH:30][C:29]=1[O:38][CH3:39]>C(#N)C>[F:1][C:2]1[CH:16]=[CH:15][C:5]2[C:6]([CH:9]3[CH2:10][CH2:11][N:12]([CH2:24][CH2:25][CH2:26][O:27][C:28]4[CH:33]=[CH:32][C:31]([CH2:34][C:35](=[O:37])[CH3:36])=[CH:30][C:29]=4[O:38][CH3:39])[CH2:13][CH2:14]3)=[N:7][O:8][C:4]=2[CH:3]=1 |f:1.2.3|. Solvent: C(C)#N (acetonitrile). Starting materials: FC1=CC2=C(C(=NO2)C2CCNCC2)C=C1 (6-fluoro-3-(4-piperidinyl)-1,2-benzisoxazole), C(=O)([O-])[O-].[K+].[K+] (K2CO3), BrCCCOC1=C(C=C(C=C1)CC(C)=O)OC (1-[4-(3-bromopropoxy)-3-methoxyphenyl]propanone). Product: FC1=CC2=C(C(=NO2)C2CCN(CC2)CCCOC2=C(C=C(C=C2)CC(C)=O)OC)C=C1 (1-[4-[3-[4-(6-fluoro-1,2-benzisoxazol-3-yl)-1-piperidinyl]propoxy]-3-methoxyphenyl]propanone). Procedure details: A mixture of 6-fluoro-3-(4-piperidinyl)-1,2-benzisoxazole (2.8 g, 15.2 mmol), K2CO3 (3 g), 1-[4-(3-bromopropoxy)-3-methoxyphenyl]propanone (4.6 g, 18.2 mmol) in acetonitrile (100 ml) was heated at reflux for 2 hours. At the end of the reaction, the mixture was filtered and the solvent was concentrated and the residue was extracted into dichloromethane (300 ml). The dichloromethane was filtered and concentrated again. The crude material (6.4 g) was purified by flash chromatography over a silica g... Yield: 31.8%. The reactants are ClC(C)Cl (dichloroethane), OC1=C(C2=CC=CC=C2C=C1)C=O (2-hydroxy-1-naphthaldehyde), [Cl-].[Al+3].[Cl-].[Cl-] (aluminum chloride), C(C)N(S(=O)(=O)Cl)CC (N,N-diethylsulfamoyl chloride), ice water. The solvent is C(Cl)Cl (Methylene chloride). Conditions: temperature 50 celsius. Product: OC1=C(C2=CC=C(C=C2C=C1)S(N(CC)CC)(=O)=O)C=O (2-hydroxy-6-(N,N-diethylsulfamoyl)-1-naphthaldehyde). Yield: 85.1%. RXN SMILES: ClC(Cl)C.[OH:5][C:6]1[CH:15]=[CH:14][C:13]2[C:8](=[CH:9][CH:10]=[CH:11][CH:12]=2)[C:7]=1[CH:16]=[O:17].[Cl-].[Al+3].[Cl-].[Cl-].[CH2:22]([N:24]([CH2:29][CH3:30])[S:25](Cl)(=[O:27])=[O:26])[CH3:23]>C(Cl)Cl>[OH:5][C:6]1[CH:15]=[CH:14][C:13]2[C:8](=[CH:9][CH:10]=[C:11]([S:25](=[O:27])(=[O:26])[N:24]([CH2:29][CH3:30])[CH2:22][CH3:23])[CH:12]=2)[C:7]=1[CH:16]=[O:17] |f:2.3.4.5|. Procedure: 600 ml of a dichloroethane solution containing 150 g (0.87 mole) of 2-hydroxy-1-naphthaldehyde and 250 g (1.87 moles) of anhydrous aluminum chloride was stirred with heating at 50° C. To the solution was added dropwise 172.2 g (1 mole) of N,N-diethylsulfamoyl chloride. After the completion of the dropwise addition, the mixture was refluxed for 3 hours. After cooling to room temperature, the reaction mixture was poured into 1 liter of ice water. Methylene chloride was added to the mixture and it ... Starting materials: CC(O)c1cc(Br)cc(C(F)(F)F)c1, ClCCl, O=S(Br)Br. The product is CC(Br)c1cc(Br)cc(C(F)(F)F)c1. As a reaction SMILES: [Br:1][c:2]1[cH:3][c:4]([CH:12]([CH3:13])[OH:14])[cH:5][c:6]([C:8]([F:9])([F:10])[F:11])[cH:7]1.[Cl:19][CH2:20][Cl:21].[S:15]([Br:16])([Br:17])=[O:18]>>[Br:1][c:2]1[cH:3][c:4]([CH:12]([CH3:13])[Br:17])[cH:5][c:6]([C:8]([F:9])([F:10])[F:11])[cH:7]1. The reactants are ClC1=CC=C(C=C1)C=1N(N=C2C1N=CN=C2O)C2=C(C=CC=C2)Cl (3-(4-chlorophenyl)-2-(2-chlorophenyl)-2H-pyrazolo[4,3-d]pyrimidin-7-ol), ICC(F)(F)F (2-iodo-1,1,1-trifluoroethane), C(=O)([O-])[O-].[Cs+].[Cs+] (Cs2CO3). Solvent: CN(C)C=O (DMF), CCOC(=O)C (EtOAc). Reaction conditions: temperature 100 celsius. The product is ClC1=CC=C(C=C1)C=1N(N=C2C1N=CN(C2=O)CC(F)(F)F)C2=C(C=CC=C2)Cl (3-(4-Chlorophenyl)-2-(2-chlorophenyl)-6-(2,2,2-trifluoroethyl)-2,6-dihydropyrazolo[4,3-d]pyrimidin-7-one). RXN SMILES: [Cl:1][C:2]1[CH:7]=[CH:6][C:5]([C:8]2[N:9]([C:18]3[CH:23]=[CH:22][CH:21]=[CH:20][C:19]=3[Cl:24])[N:10]=[C:11]3[C:16]([OH:17])=[N:15][CH:14]=[N:13][C:12]=23)=[CH:4][CH:3]=1.I[CH2:26][C:27]([F:30])([F:29])[F:28].C([O-])([O-])=O.[Cs+].[Cs+]>CN(C=O)C.CCOC(C)=O>[Cl:1][C:2]1[CH:7]=[CH:6][C:5]([C:8]2[N:9]([C:18]3[CH:23]=[CH:22][CH:21]=[CH:20][C:19]=3[Cl:24])[N:10]=[C:11]3[C:16](=[O:17])[N:15]([CH2:26][C:27]([F:30])([F:29])[F:28])[CH:14]=[N:13][C:12]=23)=[CH:4][CH:3]=1 |f:2.3.4|. Reported procedure: A mixture of 3-(4-chlorophenyl)-2-(2-chlorophenyl)-2H-pyrazolo[4,3-d]pyrimidin-7-ol (I-2A-1b: 1.20 g, 3.36 mmol), 2-iodo-1,1,1-trifluoroethane (705 mg, 3.36 mmol) and Cs2CO3 (2.19 g, 6.72 mmol) in DMF (20 ml) was heated at 100° C. for 17 hours. The reaction mixture was cooled to room temperature and diluted with EtOAc. The organic solution was washed with saturated aqueous NaCl, dried, and concentrated in vacuo. The crude residue was purified via a Shimadzu HPLC system using a Waters XTERRA C18 ... Starting materials: O=C1CCC(=O)N1Br, O=C(OOC(=O)c1ccccc1)c1ccccc1, ClC(Cl)(Cl)Cl, CC(=Cc1ccccc1)c1ccccc1. Product: BrCC(=Cc1ccccc1)c1ccccc1. Reaction SMILES: [Br:16][N:17]1[C:18](=[O:19])[CH2:20][CH2:21][C:22]1=[O:23].[C:24]([O:25][O:26][C:27](=[O:28])[c:29]1[cH:30][cH:31][cH:32][cH:33][cH:34]1)(=[O:35])[c:36]1[cH:37][cH:38][cH:39][cH:40][cH:41]1.[Cl:42][C:43]([Cl:44])([Cl:45])[Cl:46].[c:1]1([CH:7]=[C:8]([CH3:9])[c:10]2[cH:11][cH:12][cH:13][cH:14][cH:15]2)[cH:2][cH:3][cH:4][cH:5][cH:6]1>>[c:1]1([CH:7]=[C:8]([CH2:9][Br:16])[c:10]2[cH:11][cH:12][cH:13][cH:14][cH:15]2)[cH:2][cH:3][cH:4][cH:5][cH:6]1. Starting materials: CC1CCCN1CCc1cc2cc(Br)ccc2o1, O=C([O-])[O-], CCO, CCOC(C)=O, [Na+], [Na+], CC(=O)[O-], CC(=O)[O-], OCc1ccc(B(O)O)cc1, [Pd+2], c1ccccc1. As a reaction SMILES: [Br:1][c:2]1[cH:3][cH:4][c:5]2[c:6]([cH:7][c:8]([CH2:10][CH2:11][N:12]3[CH:13]([CH3:17])[CH2:14][CH2:15][CH2:16]3)[o:9]2)[cH:18]1.[C:30](=[O:31])([O-:32])[O-:33].[CH3:42][CH2:43][OH:44].[CH3:45][CH2:46][O:47][C:48]([CH3:49])=[O:50].[Na+:34].[Na+:35].[O-:52][C:53]([CH3:54])=[O:55].[O-:56][C:57]([CH3:58])=[O:59].[OH:19][CH2:20][c:21]1[cH:22][cH:23][c:24]([B:27]([OH:28])[OH:29])[cH:25][cH:26]1.[Pd+2:51].[cH:36]1[cH:37][cH:38][cH:39][cH:40][cH:41]1>>[c:2]1(-[c:24]2[cH:23][cH:22][c:21]([CH2:20][OH:19])[cH:26][cH:25]2)[cH:3][cH:4][c:5]2[c:6]([cH:7][c:8]([CH2:10][CH2:11][N:12]3[CH:13]([CH3:17])[CH2:14][CH2:15][CH2:16]3)[o:9]2)[cH:18]1. Product: CC1CCCN1CCc1cc2cc(-c3ccc(CO)cc3)ccc2o1. Run in [OH-].[Na+] (sodium hydroxide). The reactants are N1C=C(C2=CC=CC=C12)C(=O)O (indole-3-carboxylic acid), 4, Compound 4, C(C)O (ethanol). Procedure details: Preparation of 5 was based on a procedure for the synthesis of indole-3-carboxylic acid reported by R. K. Mackie et al. [supra]. To a 200-mL round bottom flask, 2.369 g of 4 (9.75 mmol) was added. Compound 4 was dissolved in 19 mL of absolute ethanol and 53 mL of 5N aqueous sodium hydroxide, refluxed overnight, and allowed to cool. The ethanol was removed by rotary evaporation, and the resulting solution was extracted with two 25-mL portions of diethyl ether. The aqueous solution was acidified w... Isolated yield 47.0%. RXN SMILES: [NH:1]1[C:9]2[C:4](=[CH:5][CH:6]=[CH:7][CH:8]=2)[C:3]([C:10]([OH:12])=[O:11])=[CH:2]1.[CH2:13]([OH:15])C>[OH-].[Na+]>[CH3:13][O:15][C:8]1[CH:7]=[CH:6][CH:5]=[C:4]2[C:9]=1[NH:1][CH:2]=[C:3]2[C:10]([OH:12])=[O:11] |f:2.3|. Product: COC=1C=CC=C2C(=CNC12)C(=O)O (7-Methoxyindole-3-carboxylic acid). Reactants: Cl.Cl.O1C(COC2=C1C=CC=C2)C(CN2CCN(CC2)CC(=O)NC2=C(C=CC=C2C)C)O (1-[2-(1,4-benzodioxan-2-yl)-2-hydroxyethyl]-4-[(2,6-dimethylphenyl)aminocarbonylmethyl]piperazine 2HCl), C([O-])([O-])=O.[K+].[K+] (potassium carbonate). The solvent is CCOCC (ether). The product is O1C(COC2=C1C=CC=C2)C(CN2CCN(CC2)CC(=O)NC2=C(C=CC=C2C)C)O (1-[2-(1,4-benzodioxan-2-yl)-2-hydroxyethyl]-4-[(2,6-dimethylphenyl)aminocarbonylmethyl]piperazine). RXN SMILES: Cl.Cl.[O:3]1[C:8]2[CH:9]=[CH:10][CH:11]=[CH:12][C:7]=2[O:6][CH2:5][CH:4]1[CH:13]([OH:33])[CH2:14][N:15]1[CH2:20][CH2:19][N:18]([CH2:21][C:22]([NH:24][C:25]2[C:30]([CH3:31])=[CH:29][CH:28]=[CH:27][C:26]=2[CH3:32])=[O:23])[CH2:17][CH2:16]1.C(=O)([O-])[O-].[K+].[K+]>CCOCC>[O:3]1[C:8]2[CH:9]=[CH:10][CH:11]=[CH:12][C:7]=2[O:6][CH2:5][CH:4]1[CH:13]([OH:33])[CH2:14][N:15]1[CH2:16][CH2:17][N:18]([CH2:21][C:22]([NH:24][C:25]2[C:26]([CH3:32])=[CH:27][CH:28]=[CH:29][C:30]=2[CH3:31])=[O:23])[CH2:19][CH2:20]1 |f:0.1.2,3.4.5|. Procedure: 1.0 g of 1-[2-(1,4-benzodioxan-2-yl)-2-hydroxyethyl]-4-[(2,6-dimethylphenyl)aminocarbonylmethyl]piperazine 2HCl suspended in 50 ml of ether is stirred with excess dilute aqueous potassium carbonate solution until the salt is completely dissolved. The organic layer is then separated, washed twice with water, dried over magnesium sulfate and evaporated to yield 1-[2-(1,4-benzodioxan-2-yl)-2-hydroxyethyl]-4-[(2,6-dimethylphenyl)aminocarbonylmethyl]piperazine as the free base. Starting materials: CCCCCC, OCC1CO1, [H-], [Na+], CN(C)C=O, Clc1nnnn1-c1ccccc1. Yields the product c1ccc(-n2nnnc2OCC2CO2)cc1. As a reaction SMILES: [CH3:25][CH2:26][CH2:27][CH2:28][CH2:29][CH3:30].[CH:20]1([CH2:21][OH:22])[CH2:23][O:24]1.[H-:1].[Na+:2].[O:3]=[CH:4][N:5]([CH3:6])[CH3:7].[c:8]1(-[n:14]2[n:15][n:16][n:17][c:18]2[Cl:19])[cH:9][cH:10][cH:11][cH:12][cH:13]1>>[c:8]1(-[n:14]2[n:15][n:16][n:17][c:18]2[O:22][CH2:21][CH:20]2[CH2:23][O:24]2)[cH:9][cH:10][cH:11][cH:12][cH:13]1.